Task: describe an organic reaction: reactants, conditions, products, and yield. Dataset: the Open Reaction Database (ORD), a public repository of structured organic reaction records Reagents/catalysts: O.O.O.O.O.O.[Ni](Cl)(Cl)Cl (nickel (III) chloride hexahydrate). As a reaction SMILES: N([O-])=O.[Na+].S(=O)(=O)(O)O.[Cl:10][C:11]1[CH:17]=[C:16]([CH3:18])[CH:15]=[C:14]([Cl:19])[C:12]=1N.C(=O)([O-])[O-].[Na+].[Na+].[C-:26]#[N:27].[K+]>C(O)(=O)C.O.O.O.O.O.O.O.[Ni](Cl)(Cl)Cl>[Cl:10][C:11]1[CH:17]=[C:16]([CH3:18])[CH:15]=[C:14]([Cl:19])[C:12]=1[C:26]#[N:27] |f:0.1,4.5.6,7.8,11.12.13.14.15.16.17|. The yield is 29.8%. The solvent is C(C)(=O)O (acetic acid), O (water). Reaction conditions: temperature 50 celsius, time 30 minute. Product: ClC1=C(C#N)C(=CC(=C1)C)Cl (2,6-dichloro-4-methylbenzonitrile). Reported procedure: Powdered sodium nitrite (20.8 g, 650 mmol) was added in portions to stirred concentrated sulfuric acid (146 ml) at 5° C. The mixture was stirred 30 minutes at ambient temperature and 30 minutes at 50° C., cooled to 5° C., and treated dropwise with a solution of 2,6-dichloro-4-methylaniline (47.0 g, 267 mmol) in acetic acid (158 ml). The mixture was stirred 3 hours at 15° C., slowly poured into a solution of sodium carbonate (253 g, 2.39 mole), potassium cyanide (93.5 g, 1.44 mole), and nickel (I... The reactants are N(=O)[O-].[Na+] (sodium nitrite), ClC1=C(N)C(=CC(=C1)C)Cl (2,6-dichloro-4-methylaniline), C([O-])([O-])=O.[Na+].[Na+] (sodium carbonate), [C-]#N.[K+] (potassium cyanide), S(O)(O)(=O)=O (sulfuric acid). The reactants are C(#N)C=1N=C2N(C(=C(C(=N2)C)C(=O)OC(C)(C)C)C2=C(C=C(C=C2)Cl)Cl)C1 (tert-butyl 2-cyano-5-(2,4-dichlorophenyl)-7-methylimidazo[1,2-a]pyrimidine-6-carboxylate), NO.Cl (NH2OH.HCl), [OH-].[K+] (KOH), CCO (EtOH). Reaction conditions: temperature 70 celsius. Product: ClC1=C(C=CC(=C1)Cl)C1=C(C(=NC=2N1C=C(N2)C2=NOC(=N2)C)C)C(=O)OC(C)(C)C (tert-butyl 5-(2,4-dichlorophenyl)-7-methyl-2-(5-methyl-1,2,4-oxadiazol-3-yl)imidazo[1,2-a]pyrimidine-6-carboxylate). The yield is 68.0%. Reaction SMILES: [C:1]([C:3]1[N:4]=[C:5]2[N:10]=[C:9]([CH3:11])[C:8]([C:12]([O:14][C:15]([CH3:18])([CH3:17])[CH3:16])=[O:13])=[C:7]([C:19]3[CH:24]=[CH:23][C:22]([Cl:25])=[CH:21][C:20]=3[Cl:26])[N:6]2[CH:27]=1)#[N:2].[NH2:28]O.Cl.[OH-].[K+].[CH3:33][CH2:34][OH:35]>>[Cl:26][C:20]1[CH:21]=[C:22]([Cl:25])[CH:23]=[CH:24][C:19]=1[C:7]1[N:6]2[CH:27]=[C:3]([C:1]3[N:28]=[C:34]([CH3:33])[O:35][N:2]=3)[N:4]=[C:5]2[N:10]=[C:9]([CH3:11])[C:8]=1[C:12]([O:14][C:15]([CH3:18])([CH3:17])[CH3:16])=[O:13] |f:1.2,3.4|. Procedure: To a stirred solution of tert-butyl 2-cyano-5-(2,4-dichlorophenyl)-7-methylimidazo[1,2-a]pyrimidine-6-carboxylate (50 mg, 0.12 mmol) in EtOH (3 mL) was added NH2OH.HCl (10 mg, 0.12 mmol) and KOH (8.5 mg, 0.12 mmol). After heating to 70° C. for 6 h, the reaction was concentrated under reduced pressure. The resulting residue was suspended in H2O and filtered to collect the desired product as a yellow solid (53 mg). This product was dissolved in PhCH3 (3 mL) and DMA-DMA (0.2 mL) was added. The reac... Starting materials: [Li+].[OH-] (LiOH), O=C1NC2=C(CCN1C1CCN(CC1)C(=O)O[C@@H](C(=O)N1CCC(CC1)N1CCC(CC1)CCC(=O)OCC)CC1=CC(=C(C(=C1)C)O)C)C=CC=C2 ((R)-2-[4-(2-ethoxycarbonyl-ethyl)-1,4′-bipiperidinyl-1′-yl]-1-(4-hydroxy-3,5-dimethyl-benzyl)-2-oxo-ethyl 4-(2-oxo-1,2,4,5-tetrahydro-1,3-benzodiazepin-3-yl)-piperidine-1-carboxylate). Solvent: O (water), C1CCOC1 (THF), C1CCOC1 (THF). Conditions: time 4 hour. The product is O=C1NC2=C(CCN1C1CCN(CC1)C(=O)O[C@@H](C(=O)N1CCC(CC1)N1CCC(CC1)CCC(=O)O)CC1=CC(=C(C(=C1)C)O)C)C=CC=C2 ((R)-2-[4-(2-carboxy-ethyl)-1,4′-bipiperidinyl-1′-yl]-1-(4-hydroxy-3,5-dimethyl-benzyl)-2-oxo-ethyl 4-(2-oxo-1,2,4,5-tetrahydro-1,3-benzodiazepin-3-yl)-piperidine-1-carboxylate). RXN SMILES: [Li+].[OH-].[O:3]=[C:4]1[N:10]([CH:11]2[CH2:16][CH2:15][N:14]([C:17]([O:19][C@H:20]([CH2:42][C:43]3[CH:48]=[C:47]([CH3:49])[C:46]([OH:50])=[C:45]([CH3:51])[CH:44]=3)[C:21]([N:23]3[CH2:28][CH2:27][CH:26]([N:29]4[CH2:34][CH2:33][CH:32]([CH2:35][CH2:36][C:37]([O:39]CC)=[O:38])[CH2:31][CH2:30]4)[CH2:25][CH2:24]3)=[O:22])=[O:18])[CH2:13][CH2:12]2)[CH2:9][CH2:8][C:7]2[CH:52]=[CH:53][CH:54]=[CH:55][C:6]=2[NH:5]1>O.C1COCC1>[O:3]=[C:4]1[N:10]([CH:11]2[CH2:12][CH2:13][N:14]([C:17]([O:19][C@H:20]([CH2:42][C:43]3[CH:48]=[C:47]([CH3:49])[C:46]([OH:50])=[C:45]([CH3:51])[CH:44]=3)[C:21]([N:23]3[CH2:28][CH2:27][CH:26]([N:29]4[CH2:30][CH2:31][CH:32]([CH2:35][CH2:36][C:37]([OH:39])=[O:38])[CH2:33][CH2:34]4)[CH2:25][CH2:24]3)=[O:22])=[O:18])[CH2:15][CH2:16]2)[CH2:9][CH2:8][C:7]2[CH:52]=[CH:53][CH:54]=[CH:55][C:6]=2[NH:5]1 |f:0.1|. Procedure details: A solution of 2.6 mg (0.11 mmol) LiOH in 1 mL water was added to a solution of 50 mg (0.07 mmol) (R)-2-[4-(2-ethoxycarbonyl-ethyl)-1,4′-bipiperidinyl-1′-yl]-1-(4-hydroxy-3,5-dimethyl-benzyl)-2-oxo-ethyl 4-(2-oxo-1,2,4,5-tetrahydro-1,3-benzodiazepin-3-yl)-piperidine-1-carboxylate in 3 mL THF and the reaction mixture was stirred for 4 h at RT. The THF was eliminated in a nitrogen current and the crude product was purified by HPLC. The fractions containing the product were combined and lyophilised. Reactants: COC(C(C\C=C\C1=CC=C(C=C1)N(C1=NC=CC=N1)C)NC(C1=C(C=CC=C1Cl)Cl)=O)=O ((E)-2-(2,6-dichlorobenzamido)-5-[4-(methyl-pyrimidin-2-ylamino)phenyl]pent-4-enoic acid methyl ester), O (Water). The solvent is C1CCOC1 (THF), [OH-].[Na+] (sodium hydroxide). Run at time 1 hour. Yields the product ClC1=C(C(=O)NC(C(=O)O)C\C=C\C2=CC=C(C=C2)N(C2=NC=CC=N2)C)C(=CC=C1)Cl ((E)-2-(2,6-dichlorobenzamido)-5-[4-(methyl-pyrimidin-2-ylamino)phenyl]pent-4-enoic acid). Isolated yield 89.1%. Reaction SMILES: C[O:2][C:3](=[O:33])[CH:4]([NH:22][C:23](=[O:32])[C:24]1[C:29]([Cl:30])=[CH:28][CH:27]=[CH:26][C:25]=1[Cl:31])[CH2:5]/[CH:6]=[CH:7]/[C:8]1[CH:13]=[CH:12][C:11]([N:14]([CH3:21])[C:15]2[N:20]=[CH:19][CH:18]=[CH:17][N:16]=2)=[CH:10][CH:9]=1.O>C1COCC1.[OH-].[Na+]>[Cl:31][C:25]1[CH:26]=[CH:27][CH:28]=[C:29]([Cl:30])[C:24]=1[C:23]([NH:22][CH:4]([CH2:5]/[CH:6]=[CH:7]/[C:8]1[CH:9]=[CH:10][C:11]([N:14]([CH3:21])[C:15]2[N:16]=[CH:17][CH:18]=[CH:19][N:20]=2)=[CH:12][CH:13]=1)[C:3]([OH:33])=[O:2])=[O:32] |f:3.4|. Procedure details: To a solution of (E)-2-(2,6-dichlorobenzamido)-5-[4-(methyl-pyrimidin-2-ylamino)phenyl]pent-4-enoic acid methyl ester (2.38 g) in THF (20 ml), 0.5N aqueous sodium hydroxide solution (14.7 ml) was added, and the resulting mixture was stirred at room temperature for 1 hour. Water (120 ml) was added to the reaction solution and the resulting mixture was washed with ether. Aqueous layer was acidified by adding 1N hydrochloric acid thereto and extracted twice with ethyl acetate. Organic layers were w... Reactants: ClC1=CC=C(C=C1)C1(CCN(CC1)CCC=C1C2=C(OCC3=C1C=CC=N3)C=CC(=C2)C(C)(C)O)C(C)=O (1-(4-(4-Chloro-phenyl)-1-{3-[7-(1-hydroxy-1-methyl-ethyl)-l 1H-10-oxa-1-aza-dibenzo[a,d]cyclohepten-5-ylidene]-propyl}-piperidin-4-yl)-ethanone), [BH4-].[Na+] (Sodium borohydride). The solvent is CO (methanol). Conditions: temperature 0 celsius. Yields the product ClC1=CC=C(C=C1)C1(CCN(CC1)CCC=C1C2=C(OCC3=C1C=CC=N3)C=CC(=C2)C(=C)C)C(C)O (1-{4-(4-Chloro-phenyl)-1-[3-(7-isopropenyl-11H-10-oxa-1-aza-dibenzo[a,d]cyclohepten-5-ylidene)-propyl]-piperidin-4-yl}-ethanol). RXN SMILES: [Cl:1][C:2]1[CH:7]=[CH:6][C:5]([C:8]2([C:36](=[O:38])[CH3:37])[CH2:13][CH2:12][N:11]([CH2:14][CH2:15][CH:16]=[C:17]3[C:23]4[CH:24]=[CH:25][CH:26]=[N:27][C:22]=4[CH2:21][O:20][C:19]4[CH:28]=[CH:29][C:30]([C:32](O)([CH3:34])[CH3:33])=[CH:31][C:18]3=4)[CH2:10][CH2:9]2)=[CH:4][CH:3]=1.[BH4-].[Na+]>CO>[Cl:1][C:2]1[CH:7]=[CH:6][C:5]([C:8]2([CH:36]([OH:38])[CH3:37])[CH2:9][CH2:10][N:11]([CH2:14][CH2:15][CH:16]=[C:17]3[C:23]4[CH:24]=[CH:25][CH:26]=[N:27][C:22]=4[CH2:21][O:20][C:19]4[CH:28]=[CH:29][C:30]([C:32]([CH3:34])=[CH2:33])=[CH:31][C:18]3=4)[CH2:12][CH2:13]2)=[CH:4][CH:3]=1 |f:1.2|. Procedure details: The product of Example 457 (64 mg, 0.12 mmol) was dissolved in anhydrous methanol (2.5 mL) and the resulting solution cooled to 0° C. Sodium borohydride (37 mg, 1 mmol,) was added portionwise over 5 h. The reaction was quenched with water and concentrated. The crude product residue was purified by reverse phase HPLC (water, acetonitrile, formic acid gradient) to afford the titled compound (note elimination of tertiary benzylic alcohol). MS m/z: 515 (m+1). Procedure details: A solution of compound 2 (200 mg, 0.372 mmole) and freshly prepared of 5-aminoindole-2-carboxylic acid ethyl ester (as described above) methyl 4-amino-1-methyl-1H-pyrrole-2-carboxylate in dry DMF (5.0 ml) was kept at ambient temperature for 48 hours and evaporated. The residue was re-precipitated from DMF (1.0 ml)-0.01 M HCl (10 ml). The precipitate was collected on the filter, washed with water (3×5 ml) end ether (2×3 ml) and dried in vacuo over phosphorus pentoxide to give 142 mg (66%) of 5-({... Yields the product C(C)OC(=O)C=1NC2=CC=C(C=C2C1)NC(=O)C=1C=C2C=C(NC2=CC1)C(NC=1C=C2C=C(NC2=CC1)C(=O)OCC)=O (5-({1-[2-(2-ethoxycarbonyl-1H-indol-5-ylcarbamoyl)-1H-indol-5-yl]-methanoyl}-amino)-1H-indole-2-carboxylic acid Ethyl ester). The reactants are OC(=O)C1=CC(=CN1C)NC(=O)C=1NC2=CC=C(C=C2C1)C(=O)NC=1C=C(N(C1)C)C(=O)O (4-({1-[2-(5-hydroxycarbonyl-1-methyl-1H-pyrrol-3-ylcarbamoyl)-1H-indol-5-yl]-methanoyl}-amino)-1-methyl-1H-pyrrole-2-carboxylic acid), C(C)OC(=O)C=1NC2=CC=C(C=C2C1)N (5-aminoindole-2-carboxylic acid ethyl ester), NC=1C=C(N(C1)C)C(=O)OC (methyl 4-amino-1-methyl-1H-pyrrole-2-carboxylate), CN(C)C=O (DMF). Reaction conditions: time 48 hour. Reaction SMILES: O[C:2]([C:4]1N(C)[CH:7]=[C:6]([NH:10][C:11]([C:13]2[NH:14][C:15]3[C:20]([CH:21]=2)=[CH:19][C:18]([C:22](NC2C=C(C(O)=O)N(C)C=2)=[O:23])=[CH:17][CH:16]=3)=[O:12])[CH:5]=1)=O.[CH2:34]([O:36][C:37]([C:39]1[NH:40][C:41]2[C:46]([CH:47]=1)=[CH:45][C:44]([NH2:48])=[CH:43][CH:42]=2)=[O:38])[CH3:35].N[C:50]1[CH:51]=[C:52]([C:56]([O:58][CH3:59])=[O:57])[N:53](C)C=1.[CH3:60]N(C=O)C>>[CH2:34]([O:36][C:37]([C:39]1[NH:40][C:41]2[C:46]([CH:47]=1)=[CH:45][C:44]([NH:48][C:22]([C:18]1[CH:19]=[C:20]3[C:15](=[CH:16][CH:17]=1)[NH:14][C:13]([C:11](=[O:12])[NH:10][C:6]1[CH:7]=[C:50]4[C:2](=[CH:4][CH:5]=1)[NH:53][C:52]([C:56]([O:58][CH2:59][CH3:60])=[O:57])=[CH:51]4)=[CH:21]3)=[O:23])=[CH:43][CH:42]=2)=[O:38])[CH3:35]. Isolated yield 66.0%.